This data is from the Open Reaction Database (ORD), a public repository of structured organic reaction records. The task is: describe an organic reaction: reactants, conditions, products, and yield Reactants: BrC1=CC(=C(C=C1)Cl)OC (4-bromo-1-chloro-2-methoxybenzene), C(CCC)[Li] (n-butyl lithium), COB(OC)OC (trimethylborate). The solvent is C1(=CC=CC=C1)C.C1CCOC1 (toluene THF). Run at temperature -78 celsius, time 30 minute. Product: ClC1=C(C=C(C=C1)B(O)O)OC (4-Chloro-3-methoxyphenylboronic acid). Isolated yield 65.0%. RXN SMILES: Br[C:2]1[CH:7]=[CH:6][C:5]([Cl:8])=[C:4]([O:9][CH3:10])[CH:3]=1.C([Li])CCC.C[O:17][B:18](OC)[O:19]C>C1(C)C=CC=CC=1.C1COCC1>[Cl:8][C:5]1[CH:6]=[CH:7][C:2]([B:18]([OH:19])[OH:17])=[CH:3][C:4]=1[O:9][CH3:10] |f:3.4|. Procedure details: To 4-bromo-1-chloro-2-methoxybenzene (2.2 g, 9.9 mmol) in toluene/THF (16/6 mL) at −78° C. was added n-butyl lithium (8.7 mL, 1.6 M in hexane, 14 mmol) dropwise. The reaction was stirred at −78° C. for 30 min, then trimethylborate (2.2 mL, 19.8 mmol) was added. The reaction was allowed to warm to rt and stirred overnight and then quenched with 1 M HCl (15 mL). The organic layer was separated and dried over sodium sulfate. The solvent was removed and the crude product was purified by flash column... Reactants: [NH4+].C(C(O)C)(=O)[O-] (lactic acid ammonium salt), O.O.O.O.C(C)(=O)[O-].[Nd+3].C(C)(=O)[O-].C(C)(=O)[O-] (Neodymium acetate tetrahydrate), Tyzor®-LA, [Ti] (titanium), aqueous solution. Run at temperature 99 celsius. The product is [O-2].[O-2].[O-2].[O-2].[O-2].[O-2].[O-2].[Ti+4].[Ti+4].[Nd+3].[Nd+3] (Neodymium titanate). As a reaction SMILES: [OH2:1].O.O.O.C([O-])(=[O:7])C.[Nd+3:9].C([O-])(=[O:12])C.C([O-])(=[O:16])C.[NH4+].C([O-])(=O)C(C)[OH:21].[Ti:25]>>[O-2:7].[O-2:12].[O-2:16].[O-2:21].[O-2:1].[O-2:7].[O-2:7].[Ti+4:25].[Ti+4:25].[Nd+3:9].[Nd+3:9] |f:0.1.2.3.4.5.6.7,8.9,11.12.13.14.15.16.17.18.19.20.21|. Procedure details: Neodymium titanate (Nd2O3.2TiO2) was prepared as follows. Neodymium acetate tetrahydrate (169.7 g, 0.50 mole) and Tyzor®-LA (290.3 g, 0.50 mole) were charged to a 500 ml flask under a nitrogen atmosphere. Tyzor®-LA is a 50% aqueous solution of the lactic acid ammonium salt of chelated titanium manufactured by E.I. du Pont de Nemours and Co., Wilmington, Del. ("Du Pont Co."). The charge was heated to reflux (99° C.) and maintained at reflux for about 30 mins. The temperature of the violet-colored... The reactants are COC=1C=C2C(=CC=NC2=CC1OC)OC1=C(C=C(C=C1)OC)C(O)C=1SC=CN1 ([2-(6,7-Dimethoxy-quinolin-4-yloxy)-5-methoxy-phenyl]-thiazol-2-yl-methanol). The reagents and catalysts are [O-2].[O-2].[Mn+4] (manganese dioxide). The solvent is CO.C(Cl)Cl (methanol methylene chloride). Run at time 8 hour. Product: COC=1C=C2C(=CC=NC2=CC1OC)OC1=C(C=C(C=C1)OC)C(=O)C=1SC=CN1 ([2-(6,7-Dimethoxy-quinolin-4-yloxy)-5-methoxy-phenyl]-thiazol-2-yl-methanone). Isolated yield 72.6%. Reaction SMILES: [CH3:1][O:2][C:3]1[CH:4]=[C:5]2[C:10](=[CH:11][C:12]=1[O:13][CH3:14])[N:9]=[CH:8][CH:7]=[C:6]2[O:15][C:16]1[CH:21]=[CH:20][C:19]([O:22][CH3:23])=[CH:18][C:17]=1[CH:24]([C:26]1[S:27][CH:28]=[CH:29][N:30]=1)[OH:25]>CO.C(Cl)Cl.[O-2].[O-2].[Mn+4]>[CH3:1][O:2][C:3]1[CH:4]=[C:5]2[C:10](=[CH:11][C:12]=1[O:13][CH3:14])[N:9]=[CH:8][CH:7]=[C:6]2[O:15][C:16]1[CH:21]=[CH:20][C:19]([O:22][CH3:23])=[CH:18][C:17]=1[C:24]([C:26]1[S:27][CH:28]=[CH:29][N:30]=1)=[O:25] |f:1.2,3.4.5|. Procedure details: [2-(6,7-Dimethoxy-quinolin-4-yloxy)-5-methoxy-phenyl]-thiazol-2-yl-methanol (90 mg) was dissolved in methanol/methylene chloride (3 ml/9 ml) to prepare a solution, manganese dioxide (90 mg) was added to the solution, and the mixture was stirred at room temperature overnight. The reaction solution was filtered through Celite, water was added to the filtrate, and the mixture was extracted with ethyl acetate. The solvent was removed by distillation under the reduced pressure, and the residue was pu... Reactants: O=Cc1ccc(F)cc1, [H-], [Na+], CN(C)C=O, Oc1ccc2ccccc2c1. The product is O=Cc1ccc(Oc2ccc3ccccc3c2)cc1. RXN SMILES: [F:14][c:15]1[cH:16][cH:17][c:18]([CH:19]=[O:20])[cH:21][cH:22]1.[H-:12].[Na+:13].[O:23]=[CH:24][N:25]([CH3:26])[CH3:27].[OH:1][c:2]1[cH:3][cH:4][c:5]2[cH:6][cH:7][cH:8][cH:9][c:10]2[cH:11]1>>[O:1]([c:2]1[cH:3][cH:4][c:5]2[cH:6][cH:7][cH:8][cH:9][c:10]2[cH:11]1)[c:15]1[cH:16][cH:17][c:18]([CH:19]=[O:20])[cH:21][cH:22]1. Reactants: FC1=CC(=C(C=C1F)CCCC(=O)O)[N+](=O)[O-] (4-(4,5-Difluoro-2-nitrophenyl)butanoic acid), C(C)(=O)O (acetic acid). Reagents/catalysts: [Pd] (palladium-on-carbon). The solvent is C(C)(=O)OC(C)=O (acetic anhydride). Product: C(C)(=O)NC1=C(C=C(C(=C1)F)F)CCCC(=O)O (4-(2-Acetylamino-4,5-difluorophenyl)butanoic acid). Reaction SMILES: [F:1][C:2]1[C:7]([F:8])=[CH:6][C:5]([CH2:9][CH2:10][CH2:11][C:12]([OH:14])=[O:13])=[C:4]([N+:15]([O-])=O)[CH:3]=1.[C:18](O)(=[O:20])[CH3:19]>C(OC(=O)C)(=O)C.[Pd]>[C:18]([NH:15][C:4]1[CH:3]=[C:2]([F:1])[C:7]([F:8])=[CH:6][C:5]=1[CH2:9][CH2:10][CH2:11][C:12]([OH:14])=[O:13])(=[O:20])[CH3:19]. Procedure: The compound obtained in (3) above (380 mg) was dissolved in a mixed solvent of 5 ml of acetic acid and 10 ml of acetic anhydride. Upon the addition of 60 mg of 10% palladium-on-carbon, the mixture was catalytically hydrogenated. The catalyst was removed by filtration, the solvent was evaporated, and the residue was subjected to silica gel column chromatography using a chloroform-methanol (10:1) mixed solvent as an eluant to obtain fractions containing the target compound. The fractions were con... Run in C(Cl)(Cl)Cl (chloroform). Run at time 1 hour. RXN SMILES: [C:1]([C:4]1[N:5]=[CH:6][C:7]([NH:27][C@@H:28]2[CH2:32][CH2:31][N:30]([C:33]([O:35][C:36]([CH3:39])([CH3:38])[CH3:37])=[O:34])[CH2:29]2)=[N:8][C:9]=1[NH:10][C:11]1[CH:16]=[CH:15][C:14]([N:17]2[CH2:26][CH2:25][C:20]3([O:24][CH2:23][CH2:22][O:21]3)[CH2:19][CH2:18]2)=[CH:13][CH:12]=1)(=[O:3])[NH2:2].[Br:40]N1C(=O)CCC1=O>C(Cl)(Cl)Cl>[Br:40][C:6]1[C:7]([NH:27][C@@H:28]2[CH2:32][CH2:31][N:30]([C:33]([O:35][C:36]([CH3:39])([CH3:38])[CH3:37])=[O:34])[CH2:29]2)=[N:8][C:9]([NH:10][C:11]2[CH:16]=[CH:15][C:14]([N:17]3[CH2:18][CH2:19][C:20]4([O:21][CH2:22][CH2:23][O:24]4)[CH2:25][CH2:26]3)=[CH:13][CH:12]=2)=[C:4]([C:1](=[O:3])[NH2:2])[N:5]=1. Reactants: C(N)(=O)C=1N=CC(=NC1NC1=CC=C(C=C1)N1CCC2(OCCO2)CC1)N[C@H]1CN(CC1)C(=O)OC(C)(C)C (tert-butyl (3R)-3-[(5-carbamoyl-6-{[4-(1,4-dioxa-8-azaspiro[4.5]dec-8-yl)phenyl]amino}pyrazin-2-yl)amino]pyrrolidine-1-carboxylate), BrN1C(CCC1=O)=O (N-bromosuccinimide). Product: BrC=1C(=NC(=C(N1)C(N)=O)NC1=CC=C(C=C1)N1CCC2(OCCO2)CC1)N[C@H]1CN(CC1)C(=O)OC(C)(C)C (tert-butyl (3R)-3-[(3-bromo-5-carbamoyl-6-{[4-(1,4-dioxa-8-azaspiro[4.5]dec-8-yl)phenyl]amino}pyrazin-2-yl)amino]pyrrolidine-1-carboxylate). Procedure: To a mixture of tert-butyl (3R)-3-[(5-carbamoyl-6-{[4-(1,4-dioxa-8-azaspiro[4.5]dec-8-yl)phenyl]amino}pyrazin-2-yl)amino]pyrrolidine-1-carboxylate (10 g), chloroform (200 mL) was added N-bromosuccinimide (3.46 g) under ice-cooling, followed by stirring for 1 hour. To the reactant was added silica gel, and the solvent was evaporated under reduced pressure and then purified by silica gel column chromatography (eluent; chloroform:methanol:28% aqueous ammonia=1:0:0-400:10:1) to obtain tert-butyl (3R... Isolated yield 53.8%. The reactants are base, N (ammonia), [Cl-].[NH4+] (ammonium chloride), Cl.ClC=1C=C(C=CC1)C1(C(CCCC1)(O)C1=CC=CC=C1)CN(C)C ((3-chlorophenyl)(dimethylaminomethyl]-1-phenylcyclohexanol, hydrochloride), ClC=1C=C(C=CC1)C1(C(CCCC1)=O)CN(C)C ((3-chlorophenyl)(dimethylaminomethyl]cyclohexanone), C1(=CC=CC=C1)[Mg]Cl (phenylmagnesium chloride). Run in O1CCCC1 (tetrahydrofuran), O (water). Reaction conditions: time 15 hour. The product is crude base, Cl.ClC=1C=C(C=CC1)C(C1C(CCCC1)(O)C1=CC=CC=C1)N(C)C (2-[(3-chlorophenyl)dimethylaminomethyl]-1-phenylcyclohexanol, hydrochloride). Yield: 76.2%. RXN SMILES: Cl.[Cl:2]C1C=C([C:9]2([CH2:22][N:23]([CH3:25])[CH3:24])[CH2:14][CH2:13][CH2:12][CH2:11][C:10]2([C:16]2[CH:21]=[CH:20][CH:19]=[CH:18][CH:17]=2)[OH:15])C=CC=1.[Cl:26][C:27]1[CH:28]=[C:29](C2(CN(C)C)CCCCC2=O)[CH:30]=[CH:31][CH:32]=1.N.C1([Mg]Cl)C=CC=CC=1.[Cl-].[NH4+]>O1CCCC1.O>[ClH:2].[Cl:26][C:27]1[CH:32]=[C:31]([CH:22]([N:23]([CH3:24])[CH3:25])[CH:9]2[CH2:14][CH2:13][CH2:12][CH2:11][C:10]2([C:16]2[CH:17]=[CH:18][CH:19]=[CH:20][CH:21]=2)[OH:15])[CH:30]=[CH:29][CH:28]=1 |f:0.1,5.6,9.10|. Reported procedure: The base was freed from 2.5 g (8.27 mmole) of the hydrochloride of 2-[(3-chlorophenyl)(dimethylaminomethyl]cyclohexanone obtained according to stage 1 with 30 ml of water and 5 ml of ammonia solution (25 vol. %), extracted three times with 30 ml of ether each time, and the combined organic extracts were dried over sodium sulfate, filtered, and concentrated by evaporation on a rotary evaporator without heating (500 to 10 mbar). 2.0 g (7.5 mmole) of this base were dissolved in 5 ml of tetrahydrofu... Reactants: C1CCOC1, [Mg+2], N, O=S(=O)([O-])[O-], CC1(C)OC(=O)c2ccccc2C1n1cncc1CO. Product: CC1(C)OC(=O)c2ccccc2C1n1cncc1C#N. RXN SMILES: [CH2:28]1[O:29][CH2:30][CH2:31][CH2:32]1.[Mg+2:21].[NH3:27].[O-:22][S:23](=[O:24])(=[O:25])[O-:26].[OH:1][CH2:2][c:3]1[cH:4][n:5][cH:6][n:7]1[CH:8]1[C:9]([CH3:19])([CH3:20])[O:10][C:11](=[O:18])[c:12]2[cH:13][cH:14][cH:15][cH:16][c:17]21>>[C:2]([c:3]1[cH:4][n:5][cH:6][n:7]1[CH:8]1[C:9]([CH3:19])([CH3:20])[O:10][C:11](=[O:18])[c:12]2[cH:13][cH:14][cH:15][cH:16][c:17]21)#[N:27]. Reactants: C1(CC1)COC1=C(C=C(C=C1)C)C1=C2C(=NC=C1)C(=C(N2)C)C(=O)OCC (ethyl 7-[2-(cyclopropylmethoxy)-5-methylphenyl]-2-methyl-1H-pyrrolo[3,2-b]pyridine-3-carboxylate), ClCOCC[Si](C)(C)C ((2-chloromethoxy-ethyl)-trimethyl-silane). Yields the product C1(CC1)COC1=C(C=C(C=C1)C)C1=C2C(=NC=C1)C(=C(N2COCC[Si](C)(C)C)C)C(=O)OCC (Ethyl 7-[2-(cyclopropylmethoxy)-5-methylphenyl]-2-methyl-1-{[2-(trimethylsilyl)ethoxy]methyl}-1H-pyrrolo[3,2-b]pyridine-3-carboxylate). Reaction SMILES: [CH:1]1([CH2:4][O:5][C:6]2[CH:11]=[CH:10][C:9]([CH3:12])=[CH:8][C:7]=2[C:13]2[CH:18]=[CH:17][N:16]=[C:15]3[C:19]([C:23]([O:25][CH2:26][CH3:27])=[O:24])=[C:20]([CH3:22])[NH:21][C:14]=23)[CH2:3][CH2:2]1.Cl[CH2:29][O:30][CH2:31][CH2:32][Si:33]([CH3:36])([CH3:35])[CH3:34]>>[CH:1]1([CH2:4][O:5][C:6]2[CH:11]=[CH:10][C:9]([CH3:12])=[CH:8][C:7]=2[C:13]2[CH:18]=[CH:17][N:16]=[C:15]3[C:19]([C:23]([O:25][CH2:26][CH3:27])=[O:24])=[C:20]([CH3:22])[N:21]([CH2:29][O:30][CH2:31][CH2:32][Si:33]([CH3:36])([CH3:35])[CH3:34])[C:14]=23)[CH2:3][CH2:2]1. Procedure details: Starting from ethyl 7-[2-(cyclopropylmethoxy)-5-methylphenyl]-2-methyl-1H-pyrrolo[3,2-b]pyridine-3-carboxylate (example D.a6) and commercially available (2-chloromethoxy-ethyl)-trimethyl-silane the title compound is prepared as pale yellow viscous oil. Reactants: C(C)(=O)O[BH-](OC(C)=O)OC(C)=O.[Na+] (sodium triacetoxyborohydride), C1(=CC=CC2=CC=CC=C12)C=O (1-naphthaldehyde), Cl.Cl.N1C[C@@H](CC1)NC=1N=CC(=NC1)/C=C/C(=O)OC (methyl (2E)-3-{5-[(3R)-3-pyrrolidinylamino]-2-pyrazinyl}acrylate dihydrochloride), CCN(C(C)C)C(C)C (DIEA). The solvent is C(Cl)(Cl)Cl (chloroform), O (Water), ClCCl (dichloromethane). Run at time 1 hour. Product: C1(=CC=CC2=CC=CC=C12)CN1C[C@@H](CC1)NC=1N=CC(=NC1)/C=C/C(=O)OC (methyl (2E)-3-(5-{[(3R)-1-(1-naphthylmethyl)-3-pyrrolidinyl]amino}-2-pyrazinyl)acrylate). RXN SMILES: [C:1]1([CH:11]=O)[C:10]2[C:5](=[CH:6][CH:7]=[CH:8][CH:9]=2)[CH:4]=[CH:3][CH:2]=1.Cl.Cl.[NH:15]1[CH2:19][CH2:18][C@@H:17]([NH:20][C:21]2[N:22]=[CH:23][C:24](/[CH:27]=[CH:28]/[C:29]([O:31][CH3:32])=[O:30])=[N:25][CH:26]=2)[CH2:16]1.CCN(C(C)C)C(C)C.C(O[BH-](OC(=O)C)OC(=O)C)(=O)C.[Na+]>ClCCl.C(Cl)(Cl)Cl.O>[C:1]1([CH2:11][N:15]2[CH2:19][CH2:18][C@@H:17]([NH:20][C:21]3[N:22]=[CH:23][C:24](/[CH:27]=[CH:28]/[C:29]([O:31][CH3:32])=[O:30])=[N:25][CH:26]=3)[CH2:16]2)[C:10]2[C:5](=[CH:6][CH:7]=[CH:8][CH:9]=2)[CH:4]=[CH:3][CH:2]=1 |f:1.2.3,5.6|. Procedure: A mixture of 1-naphthaldehyde (143 μl), methyl (2E)-3-{5-[(3R)-3-pyrrolidinylamino]-2-pyrazinyl}acrylate dihydrochloride (260 mg) and DIEA (282 μl) in dichloromethane (20 mL) was stirred at ambient temperature for 1 hour. After then, sodium triacetoxyborohydride (515 mg) was added and stirred overnight. Water and chloroform was added to the reaction mixture, and organic layer was separated. Aqueous layer was extracted twice with chloroform and combined organic layer was washed twice with water, ...